From a dataset of the Open Reaction Database (ORD), a public repository of structured organic reaction records. describe an organic reaction: reactants, conditions, products, and yield Reactants: C#Cc1ccc(Cl)cc1, Fc1ccc(CS)cc1, [Na]. Yields the product Fc1ccc(CSC=Cc2ccc(Cl)cc2)cc1. As a reaction SMILES: [Cl:1][c:2]1[cH:3][cH:4][c:5]([C:8]#[CH:9])[cH:6][cH:7]1.[F:10][c:11]1[cH:12][cH:13][c:14]([CH2:15][SH:16])[cH:17][cH:18]1.[Na:19]>>[Cl:1][c:2]1[cH:3][cH:4][c:5]([CH:8]=[CH:9][S:16][CH2:15][c:14]2[cH:13][cH:12][c:11]([F:10])[cH:18][cH:17]2)[cH:6][cH:7]1. The reactants are C(C#C)[C@H]1NC2=C(NC1=O)C=CC=N2 ((R)-3-(prop-2-ynyl)-3,4-dihydropyrido[3,2-b]pyrazin-2(1H)-one), C1(=CC=C(C=C1)S(=O)(=O)Cl)C (p-toluenesulfonyl chloride), CCOC(=O)C (EtOAc). The solvent is N1=CC=CC=C1 (pyridine). Run at time 7 hour. Product: C(C#C)[C@H]1N(C2=C(NC1=O)C=CC=N2)S(=O)(=O)C2=CC=C(C)C=C2 ((R)-3-(prop-2-ynyl)-4-tosyl-3,4-dihydropyrido[3,2-b]pyrazin-2(1H)-one). The yield is 67.9%. RXN SMILES: [CH2:1]([C@@H:4]1[C:9](=[O:10])[NH:8][C:7]2[CH:11]=[CH:12][CH:13]=[N:14][C:6]=2[NH:5]1)[C:2]#[CH:3].[C:15]1([CH3:25])[CH:20]=[CH:19][C:18]([S:21](Cl)(=[O:23])=[O:22])=[CH:17][CH:16]=1.CCOC(C)=O>N1C=CC=CC=1>[CH2:1]([C@@H:4]1[C:9](=[O:10])[NH:8][C:7]2[CH:11]=[CH:12][CH:13]=[N:14][C:6]=2[N:5]1[S:21]([C:18]1[CH:19]=[CH:20][C:15]([CH3:25])=[CH:16][CH:17]=1)(=[O:23])=[O:22])[C:2]#[CH:3]. Procedure details: To (R)-3-(prop-2-ynyl)-3,4-dihydropyrido[3,2-b]pyrazin-2(1H)-one (0.42 g, 2244 μmol) in pyridine was added p-toluenesulfonyl chloride (642 mg, 3365 μmol). The reaction mixture was stirred for 7 h and then EtOAc was added. The organic layer was separated, washed with brine, brine/5mL 10% HCl, dried, evaporated to give 0.52 g of solid. Purification by column chromatograph (DCM to 20% EtOAc/DCM) gave the title compound. MS 342 (M+1). The reactants are CS(C)=O, CCOC(=O)N=C=S, Cc1ccc(Oc2ccc(N)nc2)cc1NC(=O)OC(C)(C)C. The product is CCOC(=O)NC(=S)Nc1ccc(Oc2ccc(C)c(NC(=O)OC(C)(C)C)c2)cn1. RXN SMILES: [CH3:32][S:33]([CH3:34])=[O:35].[N:24](=[C:25]=[S:26])[C:27](=[O:28])[O:29][CH2:30][CH3:31].[NH2:1][c:2]1[cH:3][cH:4][c:5]([O:8][c:9]2[cH:10][cH:11][c:12]([CH3:23])[c:13]([NH:15][C:16]([O:17][C:18]([CH3:19])([CH3:20])[CH3:21])=[O:22])[cH:14]2)[cH:6][n:7]1>>[NH:1]([c:2]1[cH:3][cH:4][c:5]([O:8][c:9]2[cH:10][cH:11][c:12]([CH3:23])[c:13]([NH:15][C:16]([O:17][C:18]([CH3:19])([CH3:20])[CH3:21])=[O:22])[cH:14]2)[cH:6][n:7]1)[C:25]([NH:24][C:27](=[O:28])[O:29][CH2:30][CH3:31])=[S:26]. The reactants are solution, O=C[C@H](O)[C@@H](O)[C@H](O)[C@H](O)CO (dextrose), OS(=O)[O-].[Na+] (NaHSO3). Product: OCC(=O)[C@@H](O)[C@H](O)[C@H](O)CO (fructose). RXN SMILES: [O:1]=[CH:2][C@@H:3]([C@H:5]([C@@H:7]([C@@H:9]([CH2:11][OH:12])[OH:10])[OH:8])[OH:6])[OH:4].OS([O-])=O.[Na+]>>[OH:1][CH2:2][C:3]([C@H:5]([C@@H:7]([C@@H:9]([CH2:11][OH:12])[OH:10])[OH:8])[OH:6])=[O:4] |f:1.2|. Procedure: A 50% solution of cornstarch hydrolyzate containing dextrose on a dry solids basis, 5 mM MgSo4 and 5 mM NaHSO3 was adjusted in pH to 7.8, and started downflow through the bed of immobilized isomerase at 61° C. Initial flow through the column was calculated from equation 1 and was set to provide a fructose conversion of about 44%. This flow of about 17 ml/hour was held constant except during assay of immobilized activity. Fructose content of the effluent was measured essentially by the method as ... The reactants are [O-]S(=O)(=S)[O-].[Na+].[Na+] (Na2S2O3), ClN1C(CCC1=O)=O (N-chlorosuccinimide), C(=O)([O-])[O-].[Na+].[Na+] (Na2CO3), S1C(SCCC1)C1=C(C(CCC1)NC(=O)NCCF)C (1-(3-[1,3]Dithian-2-yl-2-methyl-cyclohex-2-enyl)-3-(2-fluoro-ethyl)-urea). The reagents and catalysts are [N+](=O)([O-])[O-].[Ag+] (AgNO3). Solvent: O (H2O), O (H2O), CC#N (CH3CN), CC#N (CH3CN). Run at time 30 minute. The product is FCCNC(=O)NC1C(=C(CCC1)C=O)C (1-(2-Fluoro-ethyl)-3-(3-formyl-2-methyl-cyclohex-2-enyl)-urea). As a reaction SMILES: S1CCCS[CH:2]1[C:7]1[CH2:12][CH2:11][CH2:10][CH:9]([NH:13][C:14]([NH:16][CH2:17][CH2:18][F:19])=[O:15])[C:8]=1[CH3:20].ClN1C(=[O:27])CCC1=O.[O-]S([O-])(=S)=O.[Na+].[Na+].C([O-])([O-])=O.[Na+].[Na+]>CC#N.O.[N+]([O-])([O-])=O.[Ag+]>[F:19][CH2:18][CH2:17][NH:16][C:14]([NH:13][CH:9]1[CH2:10][CH2:11][CH2:12][C:7]([CH:2]=[O:27])=[C:8]1[CH3:20])=[O:15] |f:2.3.4,5.6.7,10.11|. Reported procedure: 1-(3-[1,3]Dithian-2-yl-2-methyl-cyclohex-2-enyl)-3-(2-fluoro-ethyl)-urea (630 mg, 2.00 mmol) dissolved in 3 mL CH3CN was added to a solution of N-chlorosuccinimide (845 mg, 6.30 mmol) and AgNO3 (1.24 g, 7.30 mmol) in 14 mL of 80% aqueous CH3CN at 0° C. The reaction mixture was stirred for 30 minutes, and then 3.60 g of Na2S2O3 in 7.0 mL of H2O was added, followed by 4.20 g of Na2CO3 in 7.0 mL of H2O. The resulting mixture was stirred for 5 minutes and filtered through a pad of celite. The celite... The reactants are C[Si](Cl)(C)C (trimethylchlorosilane), BrC=1C=C(C=O)C=CC1F (3-bromo-4-fluoro-benzaldehyde), C(CO)O (ethane-1,2-diol), ice water. Solvent: C1(=CC=CC=C1)C (toluene). Reaction conditions: temperature 100 celsius. Yields the product C1COC(C2=CC(=C(C=C2)F)Br)O1 (3-bromo-4-fluoro-benzaldehyde ethyleneacetal). Yield: 85.0%. RXN SMILES: C[Si](C)(C)Cl.[Br:6][C:7]1[CH:8]=[C:9]([CH:12]=[CH:13][C:14]=1[F:15])[CH:10]=[O:11].[CH2:16](O)[CH2:17][OH:18]>C1(C)C=CC=CC=1>[CH2:17]1[O:18][CH:10]([C:9]2[CH:12]=[CH:13][C:14]([F:15])=[C:7]([Br:6])[CH:8]=2)[O:11][CH2:16]1. Reported procedure: 26 g (0.24 mol) of trimethylchlorosilane were added to a mixture of 20.3 g (0.1 mol) of 3-bromo-4-fluoro-benzaldehyde and 6.8 g (0.11 mol) of ethane-1,2-diol and the mixture was heated to 100° C. for 3 hours. After cooling to room temperature, 100 ml of toluene were added and the mixture was shaken twice with 50 ml of ice-water each time. The organic phase was dried over sodium sulphate and evaporated in vacuo. The residue was distilled in vacuo. 21 g (85% of theory) of 3-bromo-4-fluoro-benzalde... Reactants: COC(=O)[C@@H]1[C@@H]([C@@H]2[C@@H](NC(O2)=O)C1)Br ((3aS,5R,6S,6aS)-6-bromo-2-oxohexahydrocyclopentaoxazole-5-carboxylic acid methyl ester). The solvent is ClCCl (dichloromethane). Product: COC(=O)C1=C[C@H]2[C@@H](NC(O2)=O)C1 ((3aS,6aS)-2-Oxo-3,3a,4,6a-tetrahydro-2H-cyclopentaoxazole-5-carboxylic acid methyl ester). Yield: 97.5%. As a reaction SMILES: [CH3:1][O:2][C:3]([C@H:5]1[CH2:13][C@@H:8]2[NH:9][C:10](=[O:12])[O:11][C@@H:7]2[C@H:6]1Br)=[O:4]>ClCCl>[CH3:1][O:2][C:3]([C:5]1[CH2:13][C@@H:8]2[NH:9][C:10](=[O:12])[O:11][C@H:7]2[CH:6]=1)=[O:4]. Procedure details: DUB (75 ml, 0.5 mol) was added dropwise to a cooled solution (5° C.) of (3aS,5R,6S,6aS)-6-bromo-2-oxohexahydrocyclopentaoxazole-5-carboxylic acid methyl ester (110 g, 0.42 mol) in dichloromethane (400 ml). A mild exotherm was observed. After a further 15 mins reaction was complete. The reaction mixture was washed with 1 M HCl (aq) (2×150 ml), the aqueous washings back-extracted with dichlormethane (3×100 ml) and the combined organic extracts dried over magnesium sulfate. Following filtration, co... Reactants: OCCC1=CC=C(C=C1)B(O)O (4-(2-Hydroxyethyl)phenylboronic acid), C1(=CC=C(C=C1)S(=O)(=O)N=C=O)C (p-toluenesulfonylisocyanate), ice. Run in N1=CC=CC=C1 (pyridine). Yields the product CC1=CC=C(C=C1)S(=O)(=O)NC(=O)OCCC1=CC=C(C=C1)B(O)O (4-{2-[({[(4-Methylphenyl)sulfonyl]amino}carbonyl)oxy]ethyl}phenylboronic Acid). RXN SMILES: [OH:1][CH2:2][CH2:3][C:4]1[CH:9]=[CH:8][C:7]([B:10]([OH:12])[OH:11])=[CH:6][CH:5]=1.[C:13]1([CH3:25])[CH:18]=[CH:17][C:16]([S:19]([N:22]=[C:23]=[O:24])(=[O:21])=[O:20])=[CH:15][CH:14]=1>N1C=CC=CC=1>[CH3:25][C:13]1[CH:18]=[CH:17][C:16]([S:19]([NH:22][C:23]([O:1][CH2:2][CH2:3][C:4]2[CH:5]=[CH:6][C:7]([B:10]([OH:12])[OH:11])=[CH:8][CH:9]=2)=[O:24])(=[O:21])=[O:20])=[CH:15][CH:14]=1. Reported procedure: 4-(2-Hydroxyethyl)phenylboronic acid (step 1, 1.00 g, 6.02 mmol) was treated with pyridine (90 mL) and p-toluenesulfonylisocyanate (1.01 mL, 6.63 mmol) at room temperature for 2 h. The mixture was poured into ice-2 M HCl (200 mL) and extracted with ethyl acetate, (300 mL), and the organic fraction was dried (MgSO4). After removal of solvent, the residue was purified by silica-gel column chromatography eluting with dichloromethane/methanol (20:1) to give 2.20 g (quant.) of the title compound as w... Reactants: NCC1=C2C(=CC=C1)N(CC21CCN(CC1)C(=O)OC(C)(C)C)C=1C2=C(N=CN1)CC[C@H]2C ((R)-tert-butyl 4-(aminomethyl)-1-(5-methyl-6,7-dihydro-5H-cyclopenta[d]pyrimidin-4-yl)spiro[indoline-3,4′-piperidine]-1′-carboxylate), [BH-](OC(=O)C)(OC(=O)C)OC(=O)C.[Na+] (Na(OAc)3BH). Solvent: C1CCOC1 (THF), ClCCCl (DCE), C(Cl)Cl (DCM). Reaction conditions: time 2 hour. Product: C(C1=CC=CC=C1)N1CCC2(CC1)CN(C1=CC=CC(=C12)CNC1CCCC1)C=1C2=C(N=CN1)CC[C@H]2C ((R)—N-((1′-benzyl-1-(5-methyl-6,7-dihydro-5H-cyclopenta[d]pyrimidin-4-yl)spiro[indoline-3,4′-piperidine]-4-yl)methyl)cyclopentanamine). Yield: 98.0%. Reaction SMILES: [NH2:1][CH2:2][C:3]1[CH:8]=[CH:7][CH:6]=[C:5]2[N:9]([C:24]3[C:25]4[C@H:32]([CH3:33])[CH2:31][CH2:30][C:26]=4[N:27]=[CH:28][N:29]=3)[CH2:10][C:11]3([CH2:16][CH2:15][N:14]([C:17](OC(C)(C)C)=O)[CH2:13][CH2:12]3)[C:4]=12.[BH-](O[C:44]([CH3:46])=O)(OC(C)=O)OC(C)=O.[Na+]>C1COCC1.ClCCCl.C(Cl)Cl>[CH2:17]([N:14]1[CH2:13][CH2:12][C:11]2([C:4]3[C:5](=[CH:6][CH:7]=[CH:8][C:3]=3[CH2:2][NH:1][CH:46]3[CH2:44][CH2:12][CH2:11][CH2:10]3)[N:9]([C:24]3[C:25]4[C@H:32]([CH3:33])[CH2:31][CH2:30][C:26]=4[N:27]=[CH:28][N:29]=3)[CH2:10]2)[CH2:16][CH2:15]1)[C:3]1[CH:8]=[CH:7][CH:6]=[CH:5][CH:4]=1 |f:1.2|. Reported procedure: A solution of cyclopentone (0.036 mL, 0.40 mmol) in THF (0.15 mL) was added to a stirred solution of (R)-tert-butyl 4-(aminomethyl)-1-(5-methyl-6,7-dihydro-5H-cyclopenta[d]pyrimidin-4-yl)spiro[indoline-3,4′-piperidine]-1′-carboxylate (30 mg, 0.067 mmol) in DCE (0.6 mL). The reaction was allowed to stir at room temperature for 15 minutes, at which point Na(OAc)3BH was added, and the reaction allowed to stir at room temperature for 2 hours. The reaction mixture was diluted with DCM, washed with sa... The reactants are COc1ccccc1CNc1ccc2cc(Br)ccc2n1, Nc1ncccn1, C1COCCO1, O. Yields the product COc1ccccc1CNc1ccc2cc(Nc3ncccn3)ccc2n1. Reaction SMILES: [Br:1][c:2]1[cH:3][c:4]2[cH:5][cH:6][c:7]([NH:12][CH2:13][c:14]3[c:15]([O:20][CH3:21])[cH:16][cH:17][cH:18][cH:19]3)[n:8][c:9]2[cH:10][cH:11]1.[NH2:22][c:23]1[n:24][cH:25][cH:26][cH:27][n:28]1.[O:29]1[CH2:30][CH2:31][O:32][CH2:33][CH2:34]1.[OH2:35]>>[c:2]1([NH:22][c:23]2[n:24][cH:25][cH:26][cH:27][n:28]2)[cH:3][c:4]2[cH:5][cH:6][c:7]([NH:12][CH2:13][c:14]3[c:15]([O:20][CH3:21])[cH:16][cH:17][cH:18][cH:19]3)[n:8][c:9]2[cH:10][cH:11]1.